Task: describe an organic reaction: reactants, conditions, products, and yield. Dataset: the Open Reaction Database (ORD), a public repository of structured organic reaction records The product is O=C1NCCc2c(OCC3CO3)cccc21. Starting materials: C[O-], CO, ClCC1CO1, [Na+], [Na], O=C1NCCc2c(O)cccc21. Reaction SMILES: [CH3:1][O-:2].[CH3:22][OH:23].[Cl:17][CH2:18][CH:19]1[CH2:20][O:21]1.[Na+:3].[Na:4].[OH:5][c:6]1[c:7]2[c:12]([cH:13][cH:14][cH:15]1)[C:11](=[O:16])[NH:10][CH2:9][CH2:8]2>>[O:5]([c:6]1[c:7]2[c:12]([cH:13][cH:14][cH:15]1)[C:11](=[O:16])[NH:10][CH2:9][CH2:8]2)[CH2:18][CH:19]1[CH2:20][O:21]1. The reactants are BrC=1C=CC(=C(C(=O)OC)C1)OCC=1SC=CC1 (methyl 5-bromo-2-(2-thienylmethoxy)benzoate), CC(C)C[AlH]CC(C)C (DIBAL). Run in ClCCl (dichloromethane). Conditions: temperature -50 celsius. The product is BrC=1C=CC(=C(CO)C1)OCC=1SC=CC1 (5-bromo-2-(2-thienylmethoxy)benzyl alcohol), gum. The yield is 36.4%. RXN SMILES: [Br:1][C:2]1[CH:3]=[CH:4][C:5]([O:12][CH2:13][C:14]2[S:15][CH:16]=[CH:17][CH:18]=2)=[C:6]([CH:11]=1)[C:7](OC)=[O:8].CC(C[AlH]CC(C)C)C>ClCCl>[Br:1][C:2]1[CH:3]=[CH:4][C:5]([O:12][CH2:13][C:14]2[S:15][CH:16]=[CH:17][CH:18]=2)=[C:6]([CH:11]=1)[CH2:7][OH:8]. Procedure details: A solution of methyl 5-bromo-2-(2-thienylmethoxy)benzoate (1.6 g, 4.9 mmol) in dichloromethane (20 ml) was cooled to -85° C. A solution of DIBAL (5.8 ml, 1N in CH2Cl2) was added dropwise. The temperature was maintained below -75° C. for 30 minutes and then warmed to -50° C. over 21/2% hours. The reaction mixture was quenched with 1N HCl, washed with aqueous sodium hydrogen carbonate solution, dried (MgSO4) and evaporated. The product was purified by chromatography (eluant: diethyl ether/hexane) ... Starting materials: C(C)(C)NNC(C1=CC(=C(C=C1)Cl)Cl)=O (3,4-dichlorobenzoic acid, 2-isopropylhydrazide), C(C1=CC=CC=C1)(=O)Cl (benzoyl chloride), [OH-] (hydroxide). Solvent: C(CCl)Cl (ethylene dichloride). Product: C(C1=CC=CC=C1)(=O)N(NC(C1=CC(=C(C=C1)Cl)Cl)=O)C(C)C (1-benzoyl-2-(3,4-dichlorobenzoyl)-1-isopropylhydrazine). Reaction SMILES: [CH:1]([NH:4][NH:5][C:6](=[O:15])[C:7]1[CH:12]=[CH:11][C:10]([Cl:13])=[C:9]([Cl:14])[CH:8]=1)([CH3:3])[CH3:2].[C:16](Cl)(=[O:23])[C:17]1[CH:22]=[CH:21][CH:20]=[CH:19][CH:18]=1.[OH-]>C(Cl)CCl>[C:16]([N:4]([CH:1]([CH3:3])[CH3:2])[NH:5][C:6](=[O:15])[C:7]1[CH:12]=[CH:11][C:10]([Cl:13])=[C:9]([Cl:14])[CH:8]=1)(=[O:23])[C:17]1[CH:22]=[CH:21][CH:20]=[CH:19][CH:18]=1. Reported procedure: A mixture of 3,4-dichlorobenzoic acid, 2-isopropylhydrazide (0.98 g, 0.004 mole) and benzoyl chloride (0.56 g, 0.004 mole) is stirred overnight in 1.2 mL of ethylene dichloride and 6.5 mL of 10% soldium hydroxide. The organic phase is removed and the aqueous mixture is extracted with 25 mL of ethylene dichloride. The organic extracts are combined and concentrated to a yellow oil which is taken up in hot isopropyl alcohol. Cooling the alcohol solution causes precipitation of the title compound as...